From a dataset of the Open Reaction Database (ORD), a public repository of structured organic reaction records. describe an organic reaction: reactants, conditions, products, and yield Starting materials: O (water), C(C)(C)(C)O[K] (t-butoxy potassium), C(C1=CC=CC=C1)Cl (benzyl chloride), C(C)(C)(C)OC(=O)NC1(CNC(C12CC2)=O)C (7-t-butoxycarbonylamino-4-oxo-7-methyl-5-azaspiro[2.4]heptane). Run in CC(=O)N(C)C (dimethylacetamide). Reaction conditions: time 2 hour. Yields the product NC1(CN(C(C12CC2)=O)CC2=CC=CC=C2)C (7-Amino-5-benzyl-4-oxo-7-methyl-5-azaspiro[2.4]heptane). Isolated yield 90.1%. RXN SMILES: C(OC([NH:8][C:9]1([CH3:17])[C:13]2([CH2:15][CH2:14]2)[C:12](=[O:16])[NH:11][CH2:10]1)=O)(C)(C)C.C(O[K])(C)(C)C.[CH2:24](Cl)[C:25]1[CH:30]=[CH:29][CH:28]=[CH:27][CH:26]=1.O>CC(N(C)C)=O>[NH2:8][C:9]1([CH3:17])[C:13]2([CH2:14][CH2:15]2)[C:12](=[O:16])[N:11]([CH2:24][C:25]2[CH:30]=[CH:29][CH:28]=[CH:27][CH:26]=2)[CH2:10]1. Procedure: A suspension of 7-t-butoxycarbonylamino-4-oxo-7-methyl-5-azaspiro[2.4]heptane (10.0 g, 41.6 mmol) in dimethylacetamide (100 mL) was cooled with ice, and t-butoxy potassium (4.67 g, 1.0 eq.) and benzyl chloride (5.27 mL, 1.1 eq.) were added thereto. The reaction mixture was returned to room temperature, followed by stirring for 2 hours. Thereafter, water was added to the mixture, followed by extraction with toluene. The solvent of the extract was evaporated under reduced pressure, to thereby yiel... The product is C1(=CC=CC=C1)CCCCCO (5-phenylpentan-1-ol). Isolated yield 95.6%. The reactants are [H-].[H-].[H-].[H-].[Li+].[Al+3] (LiAlH4), C1(=CC=CC=C1)CCCCC(=O)O (5-phenylpentanoic acid), O (H2O), [OH-].[K+] (KOH), O (H2O). Run in CCOCC (Et2O), CCOCC (Et2O). Procedure: Under nitrogen atmosphere, at 0° C., to a stirring mixture of LiAlH4 (0.84 g, 22.44 mmol) in dry Et2O (55 mL), 5-phenylpentanoic acid (1.00 g, 5.61 mmol) in dry Et2O (10 mL) was added dropwise. The mixture was left to react at rt for 4 h, then at 0° C. H2O (0.85 mL), 3M KOH solution (0.85 mL) and H2O (2.85 mL) were very slowly added. The mixture was stirred for 1 h at 0° C., filtered to remove the solid residue, and the organic phase dried over Na2SO4. The organic solution was again filtered and... Run at temperature 0 celsius, time 1 hour. Reaction SMILES: [H-].[H-].[H-].[H-].[Li+].[Al+3].[C:7]1([CH2:13][CH2:14][CH2:15][CH2:16][C:17](O)=[O:18])[CH:12]=[CH:11][CH:10]=[CH:9][CH:8]=1.O.[OH-].[K+]>CCOCC>[C:7]1([CH2:13][CH2:14][CH2:15][CH2:16][CH2:17][OH:18])[CH:12]=[CH:11][CH:10]=[CH:9][CH:8]=1 |f:0.1.2.3.4.5,8.9|. Reaction SMILES: [NH2:1][C:2]1[CH:11]=[CH:10][C:9]2[N:8]([CH3:12])[C:7]3=[CH:13][C:14]([C:16]([OH:18])=[O:17])=[N:15][N:6]3[C:5](=[O:19])[C:4]=2[CH:3]=1.Cl.[CH2:21](O)[CH3:22]>>[NH2:1][C:2]1[CH:11]=[CH:10][C:9]2[N:8]([CH3:12])[C:7]3=[CH:13][C:14]([C:16]([O:18][CH2:21][CH3:22])=[O:17])=[N:15][N:6]3[C:5](=[O:19])[C:4]=2[CH:3]=1. Yields the product NC1=CC=2C(N3C(N(C2C=C1)C)=CC(=N3)C(=O)OCC)=O (7-Amino-4,9-dihydro-4-methyl-9-oxopyrazolo[5,1-b)-quinazoline-2-carboxylic acid, ethyl ester). Procedure: A mixture of 7-amino-4,9-dihydro-4-methyl-9-oxopyrazolo[5,1-b]quinazoline-2-carboxylic acid (8.03 g, 31.10 mmol, Example 1) in 600 mL of ethanol was saturated with hydrogen chloride gas for 20 minutes. The mixture was then refluxed for 12 hours, cooled, concentrated (to remove most of the ethanol), and partitioned between saturated sodium bicarbonate solution and chloroform (500 mL of each). Some solid would not dissolve into either phase. The mixture was filtered, giving 7.19 g (81%) of the tit... Reactants: NC1=CC=2C(N3C(N(C2C=C1)C)=CC(=N3)C(=O)O)=O (7-Amino-4,9-dihydro-4-methyl-9-oxopyrazolo[5,1-b]-quinazoline-2-carboxylic acid), C(C)O (ethanol), Cl (hydrogen chloride). Isolated yield 81.0%. The reactants are N1=CC=CC=C1 (pyridine), CS(=O)(=O)Cl (methanesulfonyl chloride), NC1=C(C=C(C=C1)N)S(=O)(=O)N (2,5-Diamino-benzenesulfonamide). Run in ClCCl (dichloromethane). Reaction conditions: temperature 25 celsius, time 18 hour. Yields the product NC1=C(C=CC(=C1)NS(=O)(=O)C)S(=O)(=O)N (2-amino-4-[(methylsulfonyl)amino]-benzenesulfonamide). The yield is 68.0%. Reaction SMILES: [NH2:1][C:2]1[CH:7]=[CH:6][C:5](N)=[CH:4][C:3]=1[S:9]([NH2:12])(=[O:11])=[O:10].[N:13]1C=CC=CC=1.[CH3:19][S:20](Cl)(=[O:22])=[O:21]>ClCCl>[NH2:1][C:2]1[CH:7]=[C:6]([NH:13][S:20]([CH3:19])(=[O:22])=[O:21])[CH:5]=[CH:4][C:3]=1[S:9]([NH2:12])(=[O:11])=[O:10]. Reported procedure: 2,5-Diamino-benzenesulfonamide (288 mg, 1.5 mol, prepared according to the procedure as described in Goldfarb A. R. et. al., J. Amer. Chem. Soc. 1943, 65, 738) in dichloromethane (5 mL) and pyridine (5 mL) at 0° C. was treated dropwise with methanesulfonyl chloride (119 μL, 1.5 mmol) over 3 minutes. The reaction mixture was warmed to 25° C. and stirred for 18 hours and concentrated under reduced pressure. The residue was chromatographed on silica gel, eluting with methanol in dichloromethane to ... Starting materials: CC(C)=O, CSc1cc(Cl)c(O)cc1Cl, O=[N+]([O-])c1cc(Cl)nc(Cl)c1, [K+], [K+], O=C([O-])[O-], O. The product is CSc1cc(Cl)c(Oc2cc(Cl)nc(Cl)c2)cc1Cl. As a reaction SMILES: [CH3:30][C:31](=[O:32])[CH3:33].[Cl:12][c:13]1[c:14]([OH:22])[cH:15][c:16]([Cl:21])[c:17]([S:19][CH3:20])[cH:18]1.[Cl:1][c:2]1[n:3][c:4]([Cl:11])[cH:5][c:6]([N+:8]([O-:9])=[O:10])[cH:7]1.[K+:23].[K+:24].[O-:25][C:26]([O-:27])=[O:28].[OH2:29]>>[Cl:1][c:2]1[n:3][c:4]([Cl:11])[cH:5][c:6]([O:22][c:14]2[c:13]([Cl:12])[cH:18][c:17]([S:19][CH3:20])[c:16]([Cl:21])[cH:15]2)[cH:7]1. Reactants: CCN=C=NCCCN(C)C (WSC), ClC=1C=C2C=CC(=CC2=CC1)S(=O)(=O)C[C@H](C(=O)O)O ((2S)-3-[(6-chloronaphthalen-2-yl)sulfonyl]-2-hydroxypropionic acid), N1(C(CCCC1)=O)C1CCNCC1 (1,4′-bipiperidin-2-one), C=1C=CC2=C(C1)N=NN2O (HOBt). Run in CN(C)C=O (DMF). Reaction conditions: time 15 hour. The product is ClC=1C=C2C=CC(=CC2=CC1)S(=O)(=O)C[C@H](C(=O)N1CCC(CC1)N1C(CCCC1)=O)O (1′-{(2S)-3-[(6-Chloronaphthalen-2-yl)sulfonyl]-2-hydroxypropanoyl}-1,4′-bipiperidin-2-one). The yield is 55.1%. Reaction SMILES: CCN=C=NCCCN(C)C.[Cl:12][C:13]1[CH:14]=[C:15]2[C:20](=[CH:21][CH:22]=1)[CH:19]=[C:18]([S:23]([CH2:26][C@@H:27]([OH:31])[C:28]([OH:30])=O)(=[O:25])=[O:24])[CH:17]=[CH:16]2.[N:32]1([CH:39]2[CH2:44][CH2:43][NH:42][CH2:41][CH2:40]2)[CH2:37][CH2:36][CH2:35][CH2:34][C:33]1=[O:38].C1C=CC2N(O)N=NC=2C=1>CN(C=O)C>[Cl:12][C:13]1[CH:14]=[C:15]2[C:20](=[CH:21][CH:22]=1)[CH:19]=[C:18]([S:23]([CH2:26][C@@H:27]([OH:31])[C:28]([N:42]1[CH2:41][CH2:40][CH:39]([N:32]3[CH2:37][CH2:36][CH2:35][CH2:34][C:33]3=[O:38])[CH2:44][CH2:43]1)=[O:30])(=[O:24])=[O:25])[CH:17]=[CH:16]2. Procedure: WSC (0.19 g) was added to a mixture of (2S)-3-[(6-chloronaphthalen-2-yl)sulfonyl]-2-hydroxypropionic acid (0.31 g), 1,4′-bipiperidin-2-one (0.18 g) and HOBt (0.15 g) in DMF (15 mL) and the mixture was stirred at room temperature for 15 hours. The reaction mixture was concentrated under reduced pressure, and diluted with dichloromethane and an aqueous sodium bicarbonate solution. The organic layer was separated, dried over anhydrous sodium sulfate, and concentrated under reduced pressure. The res...